This data is from the Open Reaction Database (ORD), a public repository of structured organic reaction records. The task is: describe an organic reaction: reactants, conditions, products, and yield The reactants are CCOC(=O)CCCCCCC1=CCCC1=O, CCCCCCC[S-], CCO, [Na+], O. Product: CCCCCCCSC1CCC(=O)C1CCCCCCC(=O)OCC. RXN SMILES: [C:1](=[O:2])([O:3][CH2:4][CH3:5])[CH2:6][CH2:7][CH2:8][CH2:9][CH2:10][CH2:11][C:12]1=[CH:16][CH2:15][CH2:14][C:13]1=[O:17].[CH2:21]([CH2:22][CH2:23][CH2:24][CH2:25][CH2:26][CH3:27])[S-:28].[CH3:18][CH2:19][OH:20].[Na+:29].[OH2:30]>>[C:1](=[O:2])([O:3][CH2:4][CH3:5])[CH2:6][CH2:7][CH2:8][CH2:9][CH2:10][CH2:11][CH:12]1[C:13](=[O:17])[CH2:14][CH2:15][CH:16]1[S:28][CH2:21][CH2:22][CH2:23][CH2:24][CH2:25][CH2:26][CH3:27]. Reactants: FC1=CC2=C(OC(OC2)(C)C)C(=C1)O (6-fluoro-2,2-dimethyl-4H-1,3-benzodioxin-8-ol), C([O-])([O-])=O.[Cs+].[Cs+] (cesium carbonate), C(C1=CC=CC=C1)Br (benzyl bromide), O (Water). The solvent is CN(C)C=O (DMF). The product is FC1=CC2=C(OC(OC2)(C)C)C(=C1)OCC1=CC=CC=C1 (6-fluoro-2,2-dimethyl-8-[(phenylmethyl)oxy]-4H-1,3-benzodioxine). Isolated yield 74.1%. As a reaction SMILES: [F:1][C:2]1[CH:13]=[C:12]([OH:14])[C:5]2[O:6][C:7]([CH3:11])([CH3:10])[O:8][CH2:9][C:4]=2[CH:3]=1.C(=O)([O-])[O-].[Cs+].[Cs+].[CH2:21](Br)[C:22]1[CH:27]=[CH:26][CH:25]=[CH:24][CH:23]=1.O>CN(C=O)C>[F:1][C:2]1[CH:13]=[C:12]([O:14][CH2:21][C:22]2[CH:27]=[CH:26][CH:25]=[CH:24][CH:23]=2)[C:5]2[O:6][C:7]([CH3:11])([CH3:10])[O:8][CH2:9][C:4]=2[CH:3]=1 |f:1.2.3|. Procedure: A solution of 6-fluoro-2,2-dimethyl-4H-1,3-benzodioxin-8-ol (21.4 g, 108 mmol) in DMF (200 mL) was treated with cesium carbonate (70.4 g, 216 mmol) and benzyl bromide (14.1 mL, 119 mmol) for 1 h 45 min at rt. Water was added and the resulting aqueous mixture was extracted twice with ethyl acetate. The organic extracts were combined, washed with brine, dried over magnesium sulfate, filtered, and concentrated in vacuo. The residue was recrystallized from ethanol. The recovered white crystalline pr...